describe an organic reaction: reactants, conditions, products, and yield From a dataset of the Open Reaction Database (ORD), a public repository of structured organic reaction records. The reactants are [Cu]C#N (copper (I) cyanide), CN1C(CCC1)=O (1-methyl-2-pyrrolidinone), Cl (HCl). The solvent is CCOCC (ether). Product: Cl.C(#N)C=1C=C2CCNCC2=CC1 (6-Cyano-1,2,3,4-tetrahydroisoquinoline hydrochloride). Isolated yield 85.0%. Reaction SMILES: [Cu][C:2]#[N:3].[ClH:4].[CH3:5][N:6]1[CH2:10][CH2:9][CH2:8][C:7]1=O>CCOCC>[ClH:4].[C:2]([C:8]1[CH:7]=[C:8]2[C:7](=[CH:10][CH:9]=1)[CH2:5][NH:6][CH2:10][CH2:9]2)#[N:3] |f:4.5|. Procedure details: As an alternative procedure to that contained within Description 1, a solution of 6-bromo-1,2,3,4-tetrahydroisoquinoline hydrochloride (6.0 g, 24 mmol) and triethylamine (7.4 ml, 5.36 g, 53 mmol) in dichloromethane (100 ml) was treated with trifluoroacetic anhydride (3.7 ml, 5.54 g, 26.4 mmol) with ice cooling. Mixture was stirred at 20° C. for 1.5 h. then partitioned between saturated aqueous NaHCO3 (250 ml) and dichloromethane (3×50 ml). Combined organic extracts were dried (Na2SO4) and evapor... Reactants: ClC1=C(C=CC=C1)C1=NN2C(N=C(NC2=O)C)=C1C1=CC=C(C=C1)Cl (7-(2-chlorophenyl)-8-(4-chlorophenyl)-2-methyl-3H-pyrazolo[1,5-a][1,3,5]triazin-4-one), C(C)(C)N(CC)C(C)C (diisopropylethylamine), O=P(Cl)(Cl)Cl (POCl3). Run in C1(=CC=CC=C1)C (toluene). Run at temperature 80 celsius, time 1 hour. The product is ClC1=NC(=NC=2N1N=C(C2C2=CC=C(C=C2)Cl)C2=C(C=CC=C2)Cl)C (4-Chloro-7-(2-chlorophenyl)-8-(4-chlorophenyl)-2-methylpyrazolo[1,5-a][1,3,5]triazine). Reaction SMILES: [Cl:1][C:2]1[CH:7]=[CH:6][CH:5]=[CH:4][C:3]=1[C:8]1[C:18]([C:19]2[CH:24]=[CH:23][C:22]([Cl:25])=[CH:21][CH:20]=2)=[C:11]2[N:12]=[C:13]([CH3:17])[NH:14][C:15](=O)[N:10]2[N:9]=1.C(N(C(C)C)CC)(C)C.O=P(Cl)(Cl)[Cl:37]>C1(C)C=CC=CC=1>[Cl:37][C:15]1[N:10]2[N:9]=[C:8]([C:3]3[CH:4]=[CH:5][CH:6]=[CH:7][C:2]=3[Cl:1])[C:18]([C:19]3[CH:24]=[CH:23][C:22]([Cl:25])=[CH:21][CH:20]=3)=[C:11]2[N:12]=[C:13]([CH3:17])[N:14]=1. Procedure details: To a stirred slurry of 7-(2-chlorophenyl)-8-(4-chlorophenyl)-2-methyl-3H-pyrazolo[1,5-a][1,3,5]triazin-4-one (I-2A-1a; 30.0 g, 80.8 mmol) in toluene (400 ml) at room temperature was added diisopropylethylamine (30.3 ml, 173 mmol) and then POCl3 (15.9 ml, 168 mmol) over 10 minutes. The mixture was heated at 80° C. for 5 hours, cooled to room temperature, and then slowly quenched by slow addition to half saturated brine (300 ml). The biphasic mixture was flitered through Celite® to remove the brow... Starting materials: FC1=NC(=CC=C1OC[C@H]1N(CC1)C(=O)OCC1=CC=CC=C1)C (2-Fluoro-6-methyl-3-(1-Cbz-2-(S)-azetidinylmethoxy)pyridine), O.C1(=CC=C(C=C1)S(=O)(=O)O)C (p-toluenesulfonic acid monohydrate). Reagents/catalysts: [Pd] (Pd/C). Solvent: CCO (EtOH). Run at time 16 hour. Product: S(=O)(=O)(O)C1=CC=C(C)C=C1.FC1=NC(=CC=C1OC[C@H]1NCC1)C (2-Fluoro-6-methyl-3-(2-(S)-azetidinylmethoxy)pyridine tosylate). The yield is 60.3%. Reaction SMILES: [F:1][C:2]1[C:7]([O:8][CH2:9][C@@H:10]2[CH2:13][CH2:12][N:11]2C(OCC2C=CC=CC=2)=O)=[CH:6][CH:5]=[C:4]([CH3:24])[N:3]=1.O.[C:26]1([CH3:36])[CH:31]=[CH:30][C:29]([S:32]([OH:35])(=[O:34])=[O:33])=[CH:28][CH:27]=1>CCO.[Pd]>[S:32]([C:29]1[CH:30]=[CH:31][C:26]([CH3:36])=[CH:27][CH:28]=1)([OH:35])(=[O:34])=[O:33].[F:1][C:2]1[C:7]([O:8][CH2:9][C@@H:10]2[CH2:13][CH2:12][NH:11]2)=[CH:6][CH:5]=[C:4]([CH3:24])[N:3]=1 |f:1.2,5.6|. Reported procedure: 2-Fluoro-6-methyl-3-(1-Cbz-2-(S)-azetidinylmethoxy)pyridine from Example 117d (714 mg, 2.16 mmol) was combined with 10% Pd/C (50 mg) and p-toluenesulfonic acid monohydrate (830 mg, 4.36 mmole) in 30 mL of EtOH, and the mixture was stirred under an H2 atmosphere for 16 hours. The mixture was filtered, concentrated, the residue was triturated with ether, and the product was recrystallized from ethyl acetate/ether to yield 480 mg (60%) of the title compound. mp 141-143° C. 1H NMR (D2O 300 MHz) δ: 2... Reactants: CN(C)c1ccncc1, Cl, CCCCCCC(O)CC(C#N)c1ccc(OC)cc1, Cc1ccc(S(=O)(=O)Cl)cc1, c1ccncc1. The product is CCCCCCC(CC(C#N)c1ccc(OC)cc1)OS(=O)(=O)c1ccc(C)cc1. Reaction SMILES: [CH3:39][N:40]([c:41]1[cH:42][cH:43][n:44][cH:45][cH:46]1)[CH3:47].[ClH:32].[OH:1][CH:2]([CH2:3][CH:4]([C:5]#[N:6])[c:7]1[cH:8][cH:9][c:10]([O:13][CH3:14])[cH:11][cH:12]1)[CH2:15][CH2:16][CH2:17][CH2:18][CH2:19][CH3:20].[c:21]1([CH3:31])[cH:22][cH:23][c:24]([S:27](=[O:28])(=[O:29])[Cl:30])[cH:25][cH:26]1.[cH:33]1[cH:34][cH:35][n:36][cH:37][cH:38]1>>[O:1]([CH:2]([CH2:3][CH:4]([C:5]#[N:6])[c:7]1[cH:8][cH:9][c:10]([O:13][CH3:14])[cH:11][cH:12]1)[CH2:15][CH2:16][CH2:17][CH2:18][CH2:19][CH3:20])[S:27]([c:24]1[cH:23][cH:22][c:21]([CH3:31])[cH:26][cH:25]1)(=[O:28])=[O:29]. The reactants are COC(=O)CN, CCN(C(C)C)C(C)C, Cl, O=[N+]([O-])c1ccccc1CBr, CN(C)C=O, O. Yields the product COC(=O)CNCc1ccccc1[N+](=O)[O-]. Reaction SMILES: [CH3:13][O:14][C:15]([CH2:16][NH2:17])=[O:18].[CH:19]([N:20]([CH2:21][CH3:22])[CH:23]([CH3:24])[CH3:25])([CH3:26])[CH3:27].[ClH:12].[N+:1](=[O:2])([O-:3])[c:4]1[c:5]([CH2:6][Br:7])[cH:8][cH:9][cH:10][cH:11]1.[O:29]=[CH:30][N:31]([CH3:32])[CH3:33].[OH2:28]>>[N+:1](=[O:2])([O-:3])[c:4]1[c:5]([CH2:6][NH:17][CH2:16][C:15]([O:14][CH3:13])=[O:18])[cH:8][cH:9][cH:10][cH:11]1. The reactants are C(CO)(=O)NN=CC1=C(C=CC=C1)Cl (2-chlorobenzaldehyde glycolylhydrazone), O1CCOCC1 (dioxane). The reagents and catalysts are [Pd] (palladium on charcoal). The solvent is [H][H] (hydrogen). Yields the product ClC1=C(CNNC(CO)=O)C=CC=C1 (1-(2-Chlorobenzyl)-2-glycolyl-hydrazine), OCC=1OC(N(N1)CC1=C(C=CC=C1)Cl)=O (2-hydroxymethyl-4-(2-chlorobenzyl)-1,3,4-oxadiazolin-5-one). RXN SMILES: [C:1]([NH:5][N:6]=[CH:7][C:8]1[CH:13]=[CH:12][CH:11]=[CH:10][C:9]=1[Cl:14])(=[O:4])[CH2:2][OH:3].[O:15]1CCOC[CH2:16]1>[H][H].[Pd]>[Cl:14][C:9]1[CH:10]=[CH:11][CH:12]=[CH:13][C:8]=1[CH2:7][NH:6][NH:5][C:1](=[O:4])[CH2:2][OH:3].[OH:3][CH2:2][C:1]1[O:4][C:16](=[O:15])[N:6]([CH2:7][C:8]2[CH:13]=[CH:12][CH:11]=[CH:10][C:9]=2[Cl:14])[N:5]=1. Procedure: 1-(2-Chlorobenzyl)-2-glycolyl-hydrazine is prepared by reducing 2-chlorobenzaldehyde glycolylhydrazone (41.5 g), dissolved in dioxane (415 cc), with hydrogen in the presence of palladium on charcoal in an autoclave, under hydrogen at a pressure of 15 kg/cm2, at a temperature of between 20° and 60° C. After filtration and concentration, 2-hydroxymethyl-4-(2-chlorobenzyl)-1,3,4-oxadiazolin-5-one (38 g) is obtained. The reactants are CC(C)(C)OC(=O)N1CCN(c2ccc(NC(=O)c3cc4c(Cl)cccc4s3)cn2)CC1, CCOC(C)=O, ClCCl, O=C(O)C(F)(F)F. Yields the product O=C(Nc1ccc(N2CCNCC2)nc1)c1cc2c(Cl)cccc2s1. Reaction SMILES: [C:1]([O:2][C:3](=[O:4])[N:8]1[CH2:9][CH2:10][N:11]([c:14]2[n:15][cH:16][c:17]([NH:20][C:21](=[O:22])[c:23]3[cH:24][c:25]4[c:26]([s:27]3)[cH:28][cH:29][cH:30][c:31]4[Cl:32])[cH:18][cH:19]2)[CH2:12][CH2:13]1)([CH3:5])([CH3:6])[CH3:7].[CH3:43][CH2:44][O:45][C:46]([CH3:47])=[O:48].[Cl:33][CH2:34][Cl:35].[F:36][C:37]([F:38])([F:39])[C:40]([OH:41])=[O:42]>>[NH:8]1[CH2:9][CH2:10][N:11]([c:14]2[n:15][cH:16][c:17]([NH:20][C:21](=[O:22])[c:23]3[cH:24][c:25]4[c:26]([s:27]3)[cH:28][cH:29][cH:30][c:31]4[Cl:32])[cH:18][cH:19]2)[CH2:12][CH2:13]1. Reaction SMILES: [CH3:1][O:2][C:3](=[O:4])[c:5]1[s:6][c:7]([CH3:11])[cH:8][c:9]1[NH2:10].[ClH:16].[Cu:18][Cl:19].[N:12]([O-:13])=[O:14].[Na+:15].[OH2:17]>>[CH3:1][O:2][C:3](=[O:4])[c:5]1[s:6][c:7]([CH3:11])[cH:8][c:9]1[Cl:16]. The product is COC(=O)c1sc(C)cc1Cl. Starting materials: COC(=O)c1sc(C)cc1N, Cl, Cl[Cu], O=N[O-], [Na+], O.